From a dataset of the Open Reaction Database (ORD), a public repository of structured organic reaction records. describe an organic reaction: reactants, conditions, products, and yield The reactants are CCO, COC(=O)c1c(F)c(OC)cc(OC)c1Cl, [Na+], [OH-]. Product: COc1cc(OC)c(Cl)c(C(=O)O)c1F. RXN SMILES: [CH3:19][CH2:20][OH:21].[CH3:1][O:2][C:3]([c:4]1[c:5]([Cl:15])[c:6]([O:13][CH3:14])[cH:7][c:8]([O:11][CH3:12])[c:9]1[F:10])=[O:16].[Na+:18].[OH-:17]>>[O:2]=[C:3]([c:4]1[c:5]([Cl:15])[c:6]([O:13][CH3:14])[cH:7][c:8]([O:11][CH3:12])[c:9]1[F:10])[OH:16]. Starting materials: CC(C)(C)C(=O)OC1CN(C(=O)Cc2ccc(F)cc2)N(C(=O)OCc2ccccc2)C1, CO. Yields the product CC(C)(C)C(=O)OC1CNN(C(=O)Cc2ccc(F)cc2)C1. Reaction SMILES: [CH2:1]([O:2][C:3](=[O:4])[N:11]1[N:12]([C:23]([CH2:24][c:25]2[cH:26][cH:27][c:28]([F:31])[cH:29][cH:30]2)=[O:32])[CH2:13][CH:14]([O:16][C:17]([C:18]([CH3:19])([CH3:20])[CH3:21])=[O:22])[CH2:15]1)[c:5]1[cH:6][cH:7][cH:8][cH:9][cH:10]1.[CH3:33][OH:34]>>[NH:11]1[N:12]([C:23]([CH2:24][c:25]2[cH:26][cH:27][c:28]([F:31])[cH:29][cH:30]2)=[O:32])[CH2:13][CH:14]([O:16][C:17]([C:18]([CH3:19])([CH3:20])[CH3:21])=[O:22])[CH2:15]1. Reactants: C(C)OP(OCC)(=O)CCC12CCC(CC1)(CC2)C2=NC=1N(C(N(C(C1N2)=O)CCC)=O)CCC ({2-[4-(2,6-dioxo-1,3-dipropyl-2,3,6,7-tetrahydro-1H-purin-8-yl)-bicyclo[2.2.2]oct-1-yl]-ethyl}-phosphonic acid diethyl ester), C[Si](C)(C)Br (TMSBr), O (water), C[Si](C)(C)Br (TMSBr). The solvent is C(Cl)Cl (CH2Cl2). Conditions: time 8 hour. The product is O=C1N(C(C=2NC(=NC2N1CCC)C12CCC(CC1)(CC2)CCP(O)(O)=O)=O)CCC ({2-[4-(2,6-Dioxo-1,3-dipropyl-2,3,6,7-tetrahydro-1H-purin-8-yl)-bicyclo[2.2.2]oct-1-yl]-ethyl}-phosphonic acid). Reaction SMILES: C([O:3][P:4]([CH2:9][CH2:10][C:11]12[CH2:18][CH2:17][C:14]([C:19]3[NH:27][C:26]4[C:25](=[O:28])[N:24]([CH2:29][CH2:30][CH3:31])[C:23](=[O:32])[N:22]([CH2:33][CH2:34][CH3:35])[C:21]=4[N:20]=3)([CH2:15][CH2:16]1)[CH2:13][CH2:12]2)(=[O:8])[O:5]CC)C.C[Si](Br)(C)C.O>C(Cl)Cl>[O:32]=[C:23]1[N:22]([CH2:33][CH2:34][CH3:35])[C:21]2[N:20]=[C:19]([C:14]34[CH2:15][CH2:16][C:11]([CH2:10][CH2:9][P:4](=[O:3])([OH:5])[OH:8])([CH2:12][CH2:13]3)[CH2:18][CH2:17]4)[NH:27][C:26]=2[C:25](=[O:28])[N:24]1[CH2:29][CH2:30][CH3:31]. Procedure details: To a solution of {2-[4-(2,6-dioxo-1,3-dipropyl-2,3,6,7-tetrahydro-1H-purin-8-yl)-bicyclo[2.2.2]oct-1-yl]-ethyl}-phosphonic acid diethyl ester (30 mg, 59 μmol) in CH2Cl2 (8 ml) was added TMSBr (excess) and the resulting mixture was stirred at rt overnight. Additional TMSBr was added and the reaction was heated at 55° C. for 6 h. The solvent was removed in vacuo to give an orange solid whose color was discharged upon trituration with water. The material was collected, washed with water and dried (... Starting materials: Cc1cc(C)cc(O)c1, Cc1cccc(C)c1O. Yields the product Cc1cc(O)cc(C)c1O. Reaction SMILES: [CH3:10][c:11]1[cH:12][c:13]([OH:17])[cH:14][c:15]([CH3:16])[cH:18]1.[CH3:1][c:2]1[c:3]([OH:9])[c:4]([CH3:8])[cH:5][cH:6][cH:7]1>>[CH3:1][c:2]1[c:3]([OH:9])[c:4]([CH3:8])[cH:5][c:6]([OH:17])[cH:7]1. Starting materials: Cl.CN(CCCN=C=NCC)C (1-(3-dimethylaminopropyl)-3-ethylcarbodiimide hydrochloride), C1(CCCC1)C1=CN(C2=CC=CC=C12)S(=O)(=O)C1=CC=C(C(=O)O)C=C1 (4-(3-cyclopentylindole-1-sulfonyl)benzoic acid), C([C@H]1CCCO1)N ((R)-(−)-tetrahydrofurfurylamine). The reagents and catalysts are CN(C1=CC=NC=C1)C (4-(dimethylamino)pyridine). Solvent: C(Cl)Cl (CH2Cl2). Reaction conditions: time 16 hour. Product: C1(CCCC1)C1=CN(C2=CC=CC=C12)S(=O)(=O)C1=CC=C(C(=O)NC[C@@H]2OCCC2)C=C1 (4-(3-cyclopentylindole-1-sulfonyl)-N—[(R)-1-(tetrahydrofuran-2-yl)methyl]benzamide). The yield is 15.6%. RXN SMILES: Cl.CN(C)CCCN=C=NCC.[CH:13]1([C:18]2[C:26]3[C:21](=[CH:22][CH:23]=[CH:24][CH:25]=3)[N:20]([S:27]([C:30]3[CH:38]=[CH:37][C:33]([C:34](O)=[O:35])=[CH:32][CH:31]=3)(=[O:29])=[O:28])[CH:19]=2)[CH2:17][CH2:16][CH2:15][CH2:14]1.[CH2:39]([NH2:45])[C@@H:40]1[O:44][CH2:43][CH2:42][CH2:41]1>CN(C)C1C=CN=CC=1.C(Cl)Cl>[CH:13]1([C:18]2[C:26]3[C:21](=[CH:22][CH:23]=[CH:24][CH:25]=3)[N:20]([S:27]([C:30]3[CH:31]=[CH:32][C:33]([C:34]([NH:45][CH2:39][C@H:40]4[CH2:41][CH2:42][CH2:43][O:44]4)=[O:35])=[CH:37][CH:38]=3)(=[O:28])=[O:29])[CH:19]=2)[CH2:14][CH2:15][CH2:16][CH2:17]1 |f:0.1|. Reported procedure: Add 1-(3-dimethylaminopropyl)-3-ethylcarbodiimide hydrochloride (EDC; 98 mg, 0.51 mmol, 1.5 equiv) and 4-(dimethylamino)pyridine (DMAP; 70 mg, 0.57 mmol, 1.7 equiv) to a solution of 4-(3-cyclopentylindole-1-sulfonyl)benzoic acid (126 mg, 0.341 mmol, 1 equiv) and (R)-(−)-tetrahydrofurfurylamine (Aldrich; 140 μL, 140 mg, 1.4 mmol, 4.0 equiv) in anhydr CH2Cl2 (1 mL). After stirring 16 h, transfer the reaction solution to a column of silica gel (80 mm×20 mm dia.) and elute (10-45% EtOAc/hex) to give... Starting materials: [OH-].[K+] (potassium hydroxide), ClC(CN1N=CC(=C(C1=O)Cl)Cl)(C)C (2-(2-chloro-2-methylpropyl)-4,5-dichloro-3(2H)-pyridazinone), IC1=NC=C(C=C1)CO (2-iodo-5-pyridyl methanol). Run in CN(C=O)C (N,N-dimethylformamide). Conditions: time 1 day. Yields the product ClC=1C(N(N=CC1OCC=1C=CC(=NC1)I)CC(C)(C)Cl)=O (4-chloro-2-(2-chloro-2-methylpropyl)-5-[(2-iodo-5-pyridyl)methoxy]-3(2H)-pyridazinone), ClC=1C(N(N=CC1OCC=1C=CC(=NC1)I)C=C(C)C)=O (4-chloro-5-[(2-iodo-5-pyridyl)-methoxy]-2-(2-methyl-1-propenyl)-3(2H)-pyridazinone). As a reaction SMILES: [Cl:1][C:2]([CH3:14])([CH3:13])[CH2:3][N:4]1[C:9](=[O:10])[C:8]([Cl:11])=[C:7](Cl)[CH:6]=[N:5]1.[I:15][C:16]1[CH:21]=[CH:20][C:19]([CH2:22][OH:23])=[CH:18][N:17]=1.[OH-].[K+]>CN(C)C=O>[Cl:11][C:8]1[C:9](=[O:10])[N:4]([CH2:3][C:2]([Cl:1])([CH3:14])[CH3:13])[N:5]=[CH:6][C:7]=1[O:23][CH2:22][C:19]1[CH:20]=[CH:21][C:16]([I:15])=[N:17][CH:18]=1.[Cl:11][C:8]1[C:9](=[O:10])[N:4]([CH:3]=[C:2]([CH3:14])[CH3:13])[N:5]=[CH:6][C:7]=1[O:23][CH2:22][C:19]1[CH:20]=[CH:21][C:16]([I:15])=[N:17][CH:18]=1 |f:2.3|. Procedure details: In 10 ml of N,N-dimethylformamide were dissolved 1.4 g of 2-(2-chloro-2-methylpropyl)-4,5-dichloro-3(2H)-pyridazinone and 1.29 g of 2-iodo-5-pyridyl methanol, and thereto was added 0.33 g of powdery potassium hydroxide under ice-cooling. The mixture solution was stirred for one day at room temperature. Then, the procedures in Preparation Example 2 were repeated to give 0.74 g of 4-chloro-2-(2-chloro-2-methylpropyl)-5-[(2-iodo-5-pyridyl)methoxy]-3(2H)-pyridazinone (m.p.: 119°-123° C.) and 0.24 g ... The product is O=C(O)C(=O)CC(=O)c1ccc(C2CCCCC2)cc1. The reactants are CCO, COC(=O)C(=O)CC(=O)c1ccc(C2CCCCC2)cc1, [K+], C1COCCO1, [OH-]. As a reaction SMILES: [CH3:30][CH2:31][OH:32].[CH:7]1([c:13]2[cH:14][cH:15][c:16]([C:19]([CH2:20][C:21]([C:22](=[O:23])[O:24][CH3:25])=[O:26])=[O:27])[cH:17][cH:18]2)[CH2:8][CH2:9][CH2:10][CH2:11][CH2:12]1.[K+:29].[O:1]1[CH2:2][CH2:3][O:4][CH2:5][CH2:6]1.[OH-:28]>>[CH:7]1([c:13]2[cH:14][cH:15][c:16]([C:19]([CH2:20][C:21]([C:22](=[O:23])[OH:24])=[O:26])=[O:27])[cH:17][cH:18]2)[CH2:8][CH2:9][CH2:10][CH2:11][CH2:12]1. Reactants: ClC1=C(C(=NN1C)C)C=O (5-chloro-1,3-dimethyl-1H-pyrazole-4-carbaldehyde), C([O-])([O-])=O.[K+].[K+] (potassium carbonate), ClCl (chlorine). Run in ClC1=CC=CC=C1 (chlorobenzene). Conditions: temperature 20 celsius, time 20 minute. Yields the product ClC1=C(C(=NN1C)C)C(=O)Cl (5-chloro-1,3-dimethyl-1H-pyrazole-4-carbonyl chloride). Isolated yield 95.0%. Reaction SMILES: [Cl:1][C:2]1[N:6]([CH3:7])[N:5]=[C:4]([CH3:8])[C:3]=1[CH:9]=[O:10].C(=O)([O-])[O-].[K+].[K+].[Cl:17]Cl>ClC1C=CC=CC=1>[Cl:1][C:2]1[N:6]([CH3:7])[N:5]=[C:4]([CH3:8])[C:3]=1[C:9]([Cl:17])=[O:10] |f:1.2.3|. Reported procedure: To a solution of 48 g of 5-chloro-1,3-dimethyl-1H-pyrazole-4-carbaldehyde in 230 ml of chlorobenzene under protective gas are added 51.8 g of potassium carbonate. Subsequently, while illuminating with a mercury lamp, 24 g of chlorine gas are introduced at 20° C. within 4 hours. After the gas introduction has ended, the reaction solution is stirred with illumination at 20° C. for a further 20 minutes. The solid is filtered off and washed with a little chlorobenzene. After the solvent has been rem... Reactants: C(C)N(C1=CC=CC=C1)CC (N,N-diethylaniline), NC1[C@@H]2N(C(=C(CS2)C=CC2=NN=NN2C)C(=O)OC(C2=CC=CC=C2)C2=CC=CC=C2)C1=O (benzhydryl 7-amino-3-(1-methyl-1H-tetrazol-5-yl)vinyl-3-cephem-4-carboxylate), C(#N)CCC(=S)Cl (cyanomethylthioacetyl chloride). Run in O1CCCC1 (tetrahydrofuran), O1CCCC1 (tetrahydrofuran). Product: C(#N)CCC(=S)NC1[C@@H]2N(C(=C(CS2)C=CC2=NN=NN2C)C(=O)OC(C2=CC=CC=C2)C2=CC=CC=C2)C1=O (Benzhydryl 7-cyanomethylthioacetamido-3-(1-methyl-1H-tetrazol-5-yl)vinyl-3-cephem-4-carboxylate). RXN SMILES: [NH2:1][CH:2]1[C:33](=[O:34])[N:4]2[C:5]([C:17]([O:19][CH:20]([C:27]3[CH:32]=[CH:31][CH:30]=[CH:29][CH:28]=3)[C:21]3[CH:26]=[CH:25][CH:24]=[CH:23][CH:22]=3)=[O:18])=[C:6]([CH:9]=[CH:10][C:11]3[N:15]([CH3:16])[N:14]=[N:13][N:12]=3)[CH2:7][S:8][C@H:3]12.C(N(CC)C1C=CC=CC=1)C.[C:46]([CH2:48][CH2:49][C:50](Cl)=[S:51])#[N:47]>O1CCCC1>[C:46]([CH2:48][CH2:49][C:50]([NH:1][CH:2]1[C:33](=[O:34])[N:4]2[C:5]([C:17]([O:19][CH:20]([C:27]3[CH:32]=[CH:31][CH:30]=[CH:29][CH:28]=3)[C:21]3[CH:22]=[CH:23][CH:24]=[CH:25][CH:26]=3)=[O:18])=[C:6]([CH:9]=[CH:10][C:11]3[N:15]([CH3:16])[N:14]=[N:13][N:12]=3)[CH2:7][S:8][C@H:3]12)=[S:51])#[N:47]. Procedure details: To 244 mg of benzhydryl 7-amino-3-(1-methyl-1H-tetrazol-5-yl)vinyl-3-cephem-4-carboxylate in 20 ml of anhydrous tetrahydrofuran were added dropwise at -7° C. with stirring 115 mg of N,N-diethylaniline and, subsequently, 115 mg of cyanomethylthioacetyl chloride in 5 ml of anhydrous tetrahydrofuran. After completion of the reaction, the reaction mixture was then treated in the same manner as in Example 1--(a) to give a crude product. The crude product was purified by developing it with ethyl aceta... Reactants: C(\C=C\C=C)N(C(C)=O)CC=C (N-[(E)-2,4-pentadienyl]-N-(2-propenyl)-acetamide). The solvent is C=1(C(=CC=CC1)C)C (xylene). Product: C12C=CCCC2CNC1 (8-Azabicyclo[4.3.0]non-2-ene). Reaction SMILES: [CH2:1]([N:6]([CH2:10][CH:11]=[CH2:12])C(=O)C)/[CH:2]=[CH:3]/[CH:4]=[CH2:5]>C1(C)C(C)=CC=CC=1>[CH:11]12[CH2:10][NH:6][CH2:1][CH:2]1[CH2:3][CH2:4][CH:5]=[CH:12]2. Procedure: Dissolve 33.1 g (0.2 mol) of N-[(E)-2,4-pentadienyl]-N-(2-propenyl)-acetamide (title compound from Example A.3.) in 200 ml of xylene, introduce a vigorous stream of nitrogen for 15 min, add 0.1 g of 4-hydroxyanisole, then heat to reflux overnight and distil in a high vacuum.